Dataset: the Open Reaction Database (ORD), a public repository of structured organic reaction records. Task: describe an organic reaction: reactants, conditions, products, and yield Starting materials: COc1cc(C=O)c(Br)c(OC)c1OC, COc1ccc(Br)c(C=O)c1OS(C)(=O)=O, CCOC(C)=O, [Cu], CN(C)C=O. The product is COc1ccc(-c2c(C=O)cc(OC)c(OC)c2OC)c(C=O)c1OS(C)(=O)=O. RXN SMILES: [Br:1][c:2]1[c:3]([CH:4]=[O:5])[cH:6][c:7]([O:14][CH3:15])[c:8]([O:12][CH3:13])[c:9]1[O:10][CH3:11].[CH3:16][S:17](=[O:18])(=[O:19])[O:20][c:21]1[c:22]([CH:30]=[O:31])[c:23]([Br:29])[cH:24][cH:25][c:26]1[O:27][CH3:28].[CH3:37][CH2:38][O:39][C:40](=[O:41])[CH3:42].[Cu:43].[O:32]=[CH:33][N:34]([CH3:35])[CH3:36]>>[c:2]1(-[c:23]2[c:22]([CH:30]=[O:31])[c:21]([O:20][S:17]([CH3:16])(=[O:18])=[O:19])[c:26]([O:27][CH3:28])[cH:25][cH:24]2)[c:3]([CH:4]=[O:5])[cH:6][c:7]([O:14][CH3:15])[c:8]([O:12][CH3:13])[c:9]1[O:10][CH3:11].